The task is: describe an organic reaction: reactants, conditions, products, and yield. This data is from the Open Reaction Database (ORD), a public repository of structured organic reaction records. The reactants are COC(=O)C1Cc2ccccc2CN1, CO, ClCCl, CC(NC(=O)Cc1cc(F)cc(F)c1)C(=O)O. Product: COC(=O)C1Cc2ccccc2CN1C(=O)C(C)NC(=O)Cc1cc(F)cc(F)c1. Reaction SMILES: [CH2:18]1[NH:19][CH:20]([C:28](=[O:29])[O:30][CH3:31])[CH2:21][c:22]2[cH:23][cH:24][cH:25][cH:26][c:27]21.[CH3:32][OH:33].[Cl:34][CH2:35][Cl:36].[F:1][c:2]1[cH:3][c:4]([CH2:9][C:10](=[O:11])[NH:12][CH:13]([CH3:14])[C:15](=[O:16])[OH:17])[cH:5][c:6]([F:8])[cH:7]1>>[F:1][c:2]1[cH:3][c:4]([CH2:9][C:10](=[O:11])[NH:12][CH:13]([CH3:14])[C:15](=[O:17])[N:19]2[CH2:18][c:27]3[c:22]([cH:23][cH:24][cH:25][cH:26]3)[CH2:21][CH:20]2[C:28](=[O:29])[O:30][CH3:31])[cH:5][c:6]([F:8])[cH:7]1. The reactants are [Ag] (silver), C(CC(O)(C(=O)O)CC(=O)O)(=O)O (citric acid), 200, 999, C(CC(O)(C(=O)O)CC(=O)O)(=O)O (citric acid). Reaction conditions: time 1 minute. Yields the product [Ag] (silver), C(CC(O)(C(=O)[O-])CC(=O)O)(=O)O.[Ag+] (Silver Dihydrogen Citrate). As a reaction SMILES: [Ag:1].[C:2]([OH:14])(=[O:13])[CH2:3][C:4]([CH2:9][C:10]([OH:12])=[O:11])([C:6]([OH:8])=[O:7])[OH:5]>>[Ag:1].[C:2]([OH:14])(=[O:13])[CH2:3][C:4]([CH2:9][C:10]([OH:12])=[O:11])([C:6]([O-:8])=[O:7])[OH:5].[Ag+:1] |f:3.4|. Reported procedure: Water was introduced into a reverse osmosis unit, passing through a semi-permeable membrane to remove impurities and producing deionized water. Anhydrous 99% pure citric acid was mixed with the water to produce 200 gallons of a 20% (wt/vol) (796 g citric acid per gallon water) solution. The 200 gallons of 20% citric acid were directed into an ion chamber containing having positive and negative electrodes, each consisting of 200 troy ounces of 999 fine silver. The positive and negative electrodes... Starting materials: [NH4+].[OH-] (NH4OH), C(CCC)[Li] (n-Butyl lithium), C(C)(C)C1=CC=CC2=C1OC1=C2C=CC=C1 (4-isopropyldibenzo[b,d]furan), B(OC)(OC)OC (Trimethyl borate). The solvent is C1CCOC1 (THF). Run at time 5 hour. Product: C(C)(C)C1=CC=CC=2C3=C(OC21)C(=CC=C3)B(O)O ((6-isopropyldibenzo[b,d]furan-4-yl)boronic acid). Yield: 76.7%. Reaction SMILES: C([Li])CCC.[CH:6]([C:9]1[C:14]2[O:15][C:16]3[CH:21]=[CH:20][CH:19]=[CH:18][C:17]=3[C:13]=2[CH:12]=[CH:11][CH:10]=1)([CH3:8])[CH3:7].[B:22](OC)([O:25]C)[O:23]C.[NH4+].[OH-]>C1COCC1>[CH:6]([C:9]1[C:14]2[O:15][C:16]3[C:21]([B:22]([OH:25])[OH:23])=[CH:20][CH:19]=[CH:18][C:17]=3[C:13]=2[CH:12]=[CH:11][CH:10]=1)([CH3:8])[CH3:7] |f:3.4|. Procedure: n-Butyl lithium (81 mL, 130 mmol) was added slowly to 4-isopropyldibenzo[b,d]furan (10.9 g, 51.8 mmol) in 100 mL dry THF at −78° C. This mixture was allowed to stir at room temperature for 5 hours and then cooled back to −78° C. Trimethyl borate (20.23 mL, 181 mmol) was added slowly to the reaction and the reaction allowed to warm up to room temperature overnight. The reaction was poured into 100 mL NH4OH solution with ice. The mixture was extracted with 3×100 mL ethyl acetate, dried over sodium... Starting materials: COC=1C=CC=C2C(=C(C=NC12)C(=O)OCC)NC1=C(C=CC=C1)C (Ethyl 8-methoxy-4-[(2-methylphenyl)amino]-3-quinolinecarboxylate), [OH-].[Na+] (sodium hydroxide), C(C)O (ethanol), Cl (hydrochloric acid). Solvent: O (water). Run at time 16 hour. The product is COC=1C=CC=C2C(=C(C=NC12)C(=O)O)NC1=C(C=CC=C1)C (8-Methoxy-4-[(2-methylphenyl)amino]-3-quinolinecarboxylic Acid). As a reaction SMILES: [CH3:1][O:2][C:3]1[CH:4]=[CH:5][CH:6]=[C:7]2[C:12]=1[N:11]=[CH:10][C:9]([C:13]([O:15]CC)=[O:14])=[C:8]2[NH:18][C:19]1[CH:24]=[CH:23][CH:22]=[CH:21][C:20]=1[CH3:25].[OH-].[Na+].C(O)C.Cl>O>[CH3:1][O:2][C:3]1[CH:4]=[CH:5][CH:6]=[C:7]2[C:12]=1[N:11]=[CH:10][C:9]([C:13]([OH:15])=[O:14])=[C:8]2[NH:18][C:19]1[CH:24]=[CH:23][CH:22]=[CH:21][C:20]=1[CH3:25] |f:1.2|. Procedure: A mixture of Ethyl 8-methoxy-4-[(2-methylphenyl)amino]-3-quinolinecarboxylate, 15.00 g (0.0445 mole), 100 ml of 3 N sodium hydroxide solution and 100 ml of ethanol was stirred at room temperature for 16 hours. The mixture was diluted with 300 ml of water and acidified to pH 6.8 with 6 N hydrochloric acid solution. The precipitate was collected by filtration, washed in succession with water and acetone and air dried for about 1.5 hr. Weight of solid was 13.41 g (98%), m.p. 272° C. (d). Reactants: O=CC1=CC(OC)=C(O)C=C1 (vanillin), C([O-])([O-])=O.[K+].[K+] (potassium carbonate), ClCCCCCCO (6-chlorohexanol). The reagents and catalysts are [I-].C(CCC)[N+](CCCC)(CCCC)CCCC (tetrabutylammonium iodide). The solvent is C(C)#N (acetonitrile). Product: C(=O)C1=CC(=C(OCCCCCCO)C=C1)OC (6-(4-Formyl-2-methoxyphenoxy)hexan-1-ol). The yield is 90.1%. As a reaction SMILES: [O:1]=[CH:2][C:3]1[CH:11]=[CH:10][C:8]([OH:9])=[C:5]([O:6][CH3:7])[CH:4]=1.C(=O)([O-])[O-].[K+].[K+].Cl[CH2:19][CH2:20][CH2:21][CH2:22][CH2:23][CH2:24][OH:25]>[I-].C([N+](CCCC)(CCCC)CCCC)CCC.C(#N)C>[CH:2]([C:3]1[CH:11]=[CH:10][C:8]([O:9][CH2:19][CH2:20][CH2:21][CH2:22][CH2:23][CH2:24][OH:25])=[C:5]([O:6][CH3:7])[CH:4]=1)=[O:1] |f:1.2.3,5.6|. Procedure details: A flame-dried, 100 mL round bottom flask equipped with a claisen arm and reflux condenser was charged, under argon, with vanillin (1, 1.0 g, 6.6 mmol), tetrabutylammonium iodide (369 mg, 1 mmol), and potassium carbonate (1.38 g, 10 mmol). These were suspended in 10 mL of anhydrous acetonitrile and then 6-chlorohexanol (1.05 ml, 7.9 mmol) was added dropwise. The reaction was protected from light and refluxed for 15 hours at which time TLC analysis showed complete consumption of the starting mater...